This data is from the Open Reaction Database (ORD), a public repository of structured organic reaction records. The task is: describe an organic reaction: reactants, conditions, products, and yield Product: CCCP(=O)(CCC)c1ccc(Nc2ncc(C(F)(F)F)c(Nc3ccc(C4CCC(O)CC4)c4c3C(=O)N(C)C4)n2)cc1. RXN SMILES: [Cl:1][c:2]1[n:3][c:4]([NH:12][c:13]2[cH:14][cH:15][c:16]([P:19](=[O:20])([CH2:21][CH2:22][CH3:23])[CH2:24][CH2:25][CH3:26])[cH:17][cH:18]2)[n:5][cH:6][c:7]1[C:8]([F:9])([F:10])[F:11].[NH2:27][c:28]1[cH:29][cH:30][c:31]([CH:39]2[CH2:40][CH2:41][CH:42]([OH:45])[CH2:43][CH2:44]2)[c:32]2[c:36]1[C:35](=[O:37])[N:34]([CH3:38])[CH2:33]2>>[c:2]1([NH:27][c:28]2[cH:29][cH:30][c:31]([CH:39]3[CH2:40][CH2:41][CH:42]([OH:45])[CH2:43][CH2:44]3)[c:32]3[c:36]2[C:35](=[O:37])[N:34]([CH3:38])[CH2:33]3)[n:3][c:4]([NH:12][c:13]2[cH:14][cH:15][c:16]([P:19](=[O:20])([CH2:21][CH2:22][CH3:23])[CH2:24][CH2:25][CH3:26])[cH:17][cH:18]2)[n:5][cH:6][c:7]1[C:8]([F:9])([F:10])[F:11]. The reactants are CCCP(=O)(CCC)c1ccc(Nc2ncc(C(F)(F)F)c(Cl)n2)cc1, CN1Cc2c(C3CCC(O)CC3)ccc(N)c2C1=O. Reactants: CCOC(=O)c1c[nH]c(-c2ccnc(N)n2)c1, CI, CS(C)=O, [H-], [Na+], C1CCOC1. Product: CCOC(=O)c1cc(-c2ccnc(N)n2)n(C)c1. Reaction SMILES: [CH2:1]([CH3:2])[O:3][C:4](=[O:5])[c:6]1[cH:7][nH:8][c:9](-[c:11]2[n:12][c:13]([NH2:17])[n:14][cH:15][cH:16]2)[cH:10]1.[CH3:20][I:21].[CH3:27][S:28]([CH3:29])=[O:30].[H-:19].[Na+:18].[O:22]1[CH2:23][CH2:24][CH2:25][CH2:26]1>>[CH2:1]([CH3:2])[O:3][C:4](=[O:5])[c:6]1[cH:7][n:8]([CH3:20])[c:9](-[c:11]2[n:12][c:13]([NH2:17])[n:14][cH:15][cH:16]2)[cH:10]1. The reactants are O=C1C=NC2=C(N1)C=C(S2)C(=O)OC (methyl 2-oxo-1,2-dihydrothieno[3,2-b]pyrazine-6-carboxylate), [OH-].[Na+] (sodium hydroxide). Run in CO (methanol). Reaction conditions: time 2 hour. Product: O=C1C=NC2=C(N1)C=C(S2)C(=O)O (2-oxo-1,2-dihydrothieno[3,2-b]pyrazine-6-carboxylic acid). Isolated yield 57.8%. Reaction SMILES: [O:1]=[C:2]1[NH:7][C:6]2[CH:8]=[C:9]([C:11]([O:13]C)=[O:12])[S:10][C:5]=2[N:4]=[CH:3]1.[OH-].[Na+]>CO>[O:1]=[C:2]1[NH:7][C:6]2[CH:8]=[C:9]([C:11]([OH:13])=[O:12])[S:10][C:5]=2[N:4]=[CH:3]1 |f:1.2|. Procedure details: To a solution of methyl 2-oxo-1,2-dihydrothieno[3,2-b]pyrazine-6-carboxylate 21 (50 mg, 0.238 mmol) in methanol (3 mL) was added a solution of 2N sodium hydroxide (0.238 mL, 0.476 mmol). The reaction was stirred at rt for 2 h. Quenched with 2N HCl solution and extracted with EtOAc. Organic layer was washed with brine, dried and evaporated to give crude 2-oxo-1,2-dihydrothieno[3,2-b]pyrazine-6-carboxylic acid 84 (27 mg, 57%). Reactants: C1(C=2C(C(N1)=O)=CC=CC2)=O.[K] (Potassium phthalimide), BrCC=CCBr (1,4-dibromo-2-butene). The solvent is CN(C=O)C (dimethylformamide). Reaction conditions: time 8 hour. The product is BrCC=CCN1C(C=2C(C1=O)=CC=CC2)=O (N-(4-Bromo-2-butenyl)phthalimide). Yield: 73.7%. As a reaction SMILES: [C:1]1(=[O:11])[NH:5][C:4](=[O:6])[C:3]2=[CH:7][CH:8]=[CH:9][CH:10]=[C:2]12.[K].[Br:13][CH2:14][CH:15]=[CH:16][CH2:17]Br>CN(C)C=O>[Br:13][CH2:14][CH:15]=[CH:16][CH2:17][N:5]1[C:1](=[O:11])[C:2]2=[CH:10][CH:9]=[CH:8][CH:7]=[C:3]2[C:4]1=[O:6] |f:0.1,^1:11|. Reported procedure: Potassium phthalimide (4.60 g, 24.8 mmol) was added in four portions at 15-min intervals to a solution of 1,4-dibromo-2-butene (10.60 g, 49.5 mmol) in dimethylformamide (20 mL) and the resulting mixture was stirred overnight at room temperature. The mixture was concentrated under reduced pressure and the residue was partitioned between dichloromethane (25 mL) and 2N aqueous hydrochloric acid (25 mL). The aqueous layer was-extracted with dichloromethane (2×25 mL) and the organic layers were washe... Yields the product O=S(=O)(CCl)c1cccc2ccccc12. Starting materials: O=C([O-])O, ClCBr, [Na+], [Na+], [Na+], [Na], O, O=S([O-])[O-], O=[SH][O-], O=S(=O)(Cl)c1cccc2ccccc12. Reaction SMILES: [C:21](=[O:22])([OH:23])[O-:24].[Cl:30][CH2:31][Br:32].[Na+:19].[Na+:20].[Na+:25].[Na:26].[OH2:33].[S:15]([O-:16])([O-:17])=[O:18].[SH:27](=[O:28])[O-:29].[c:1]1([S:11](=[O:12])(=[O:13])[Cl:14])[cH:2][cH:3][cH:4][c:5]2[cH:6][cH:7][cH:8][cH:9][c:10]12>>[c:1]1([S:11](=[O:12])(=[O:13])[CH2:31][Cl:30])[cH:2][cH:3][cH:4][c:5]2[cH:6][cH:7][cH:8][cH:9][c:10]12.